describe an organic reaction: reactants, conditions, products, and yield From a dataset of the Open Reaction Database (ORD), a public repository of structured organic reaction records. Reactants: CCc1cccc(N)c1, Cc1ccccc1, O=CCCc1cn(C(c2ccccc2)(c2ccccc2)c2ccccc2)cn1. Product: CCc1cccc(NCCCc2cn(C(c3ccccc3)(c3ccccc3)c3ccccc3)cn2)c1. Reaction SMILES: [CH2:29]([CH3:30])[c:31]1[cH:32][c:33]([NH2:34])[cH:35][cH:36][cH:37]1.[CH3:38][c:39]1[cH:40][cH:41][cH:42][cH:43][cH:44]1.[c:1]1([C:7]([n:8]2[cH:9][n:10][c:11]([CH2:13][CH2:14][CH:15]=[O:16])[cH:12]2)([c:17]2[cH:18][cH:19][cH:20][cH:21][cH:22]2)[c:23]2[cH:24][cH:25][cH:26][cH:27][cH:28]2)[cH:2][cH:3][cH:4][cH:5][cH:6]1>>[c:1]1([C:7]([n:8]2[cH:9][n:10][c:11]([CH2:13][CH2:14][CH2:15][NH:34][c:33]3[cH:32][c:31]([CH2:29][CH3:30])[cH:37][cH:36][cH:35]3)[cH:12]2)([c:17]2[cH:18][cH:19][cH:20][cH:21][cH:22]2)[c:23]2[cH:24][cH:25][cH:26][cH:27][cH:28]2)[cH:2][cH:3][cH:4][cH:5][cH:6]1. The product is Cl, O=C(NO)c1ccc2c(c1)CN(C(=O)Cc1ccccn1)CC2. Starting materials: CO, Cl, O=C(NOC1CCCCO1)c1ccc2c(c1)CN(C(=O)Cc1ccccn1)CC2. Reaction SMILES: [CH3:31][OH:32].[ClH:30].[n:1]1[c:2]([CH2:7][C:8](=[O:9])[N:10]2[CH2:11][c:12]3[cH:13][c:14]([C:20](=[O:21])[NH:22][O:23][CH:24]4[CH2:25][CH2:26][CH2:27][CH2:28][O:29]4)[cH:15][cH:16][c:17]3[CH2:18][CH2:19]2)[cH:3][cH:4][cH:5][cH:6]1>>[ClH:30].[n:1]1[c:2]([CH2:7][C:8](=[O:9])[N:10]2[CH2:11][c:12]3[cH:13][c:14]([C:20](=[O:21])[NH:22][OH:23])[cH:15][cH:16][c:17]3[CH2:18][CH2:19]2)[cH:3][cH:4][cH:5][cH:6]1.